From a dataset of the Open Reaction Database (ORD), a public repository of structured organic reaction records. describe an organic reaction: reactants, conditions, products, and yield Starting materials: [OH-].[Na+] (sodium hydroxide), [OH-].[Na+] (sodium hydroxide), N[C@@H](CCC)C(=O)O (L-norvaline), C(C)O (ethanol), BrCC (1-bromoethane), S(O)(O)(=O)=O (sulfuric acid). Run in O (water), O (water). Run at temperature 70 celsius, time 5 hour. The product is C(CCC)N([C@@H](CCC)C(=O)O)CCCC (N,N-di-n-butyl-L-norvaline). As a reaction SMILES: [OH-].[Na+].[NH2:3][C@H:4]([C:8]([OH:10])=[O:9])[CH2:5][CH2:6][CH3:7].Br[CH2:12][CH3:13].S(=O)(=O)(O)O.[CH2:19](O)[CH3:20]>O>[CH2:8]([N:3]([CH2:19][CH2:20][CH2:12][CH3:13])[C@H:4]([C:8]([OH:10])=[O:9])[CH2:5][CH2:6][CH3:7])[CH2:4][CH2:5][CH3:6] |f:0.1|. Procedure: In a mixture of 100 ml of ethanol and 40 ml of water were dissolved 8.0 g (200 mmol) of sodium hydroxide and 11.72 g (100 mmol) of L-norvaline. To the solution was added 27.41 g of 1-bromoethane, and the mixture was heated up to 70° C., followed by vigorously stirring for 5 hours. Thereafter, 4.0 g of sodium hydroxide was added thereto, and the stirring was continued for an additional time of 5 hours under the same condition. After the reaction, the reaction mixture was cooled, adjusted to a pH ... Reactants: ClC=1SC=CC1 (2-chlorothiophene), Cl (hydrochloric acid), ClC(C(=O)Cl)CC (α-chlorobutyroylchloride), [Cl-].[Al+3].[Cl-].[Cl-] (aluminum chloride). The solvent is C(Cl)(Cl)(Cl)Cl (carbon tetrachloride). Conditions: time 8 hour. Yields the product ClCCCC(=O)C=1SC(=CC1)Cl (4-Chloro-(5-Chloro-2-Thienyl)-1-Butanone). As a reaction SMILES: [Cl:1][C:2]1[S:3][CH:4]=[CH:5][CH:6]=1.Cl[CH:8]([CH2:12][CH3:13])[C:9](Cl)=[O:10].[Cl-:14].[Al+3].[Cl-].[Cl-].Cl>C(Cl)(Cl)(Cl)Cl>[Cl:14][CH2:13][CH2:12][CH2:8][C:9]([C:4]1[S:3][C:2]([Cl:1])=[CH:6][CH:5]=1)=[O:10] |f:2.3.4.5|. Procedure details: To a stirring solution of 59 g. (0.50 mole) 2-chlorothiophene, α-chlorobutyroylchloride and 500 ml. carbon tetrachloride maintained at 15°-25° C. with the aid of an ice bath was added portionwise 70.5 g. (0.60 mole) of aluminum chloride. The mixture was stirred at room temperature overnight and then carefully poured into 500 ml. of 20% hydrochloric acid solution. The organic layer was separated and washed with sodium bicarbonate solution followed by water. The organic solution was dried over (Mg... Reactants: ClC1=CC=C2C(=C(C(NC2=C1)=O)C1=CC=CC=C1)O (7-Chloro-4-hydroxy-3-phenyl-2(1H)-quinolone), C(C1=CC=CC=C1)N (benzylamine). The product is C(C1=CC=CC=C1)NC1=C(C(NC2=CC(=CC=C12)Cl)=O)C1=CC=CC=C1 (4-Benzylamino-7-chloro-3-phenyl-2(1H)-quinolone). Reaction SMILES: [Cl:1][C:2]1[CH:11]=[C:10]2[C:5]([C:6](O)=[C:7]([C:13]3[CH:18]=[CH:17][CH:16]=[CH:15][CH:14]=3)[C:8](=[O:12])[NH:9]2)=[CH:4][CH:3]=1.[CH2:20]([NH2:27])[C:21]1[CH:26]=[CH:25][CH:24]=[CH:23][CH:22]=1>>[CH2:20]([NH:27][C:6]1[C:5]2[C:10](=[CH:11][C:2]([Cl:1])=[CH:3][CH:4]=2)[NH:9][C:8](=[O:12])[C:7]=1[C:13]1[CH:18]=[CH:17][CH:16]=[CH:15][CH:14]=1)[C:21]1[CH:26]=[CH:25][CH:24]=[CH:23][CH:22]=1. Procedure: 7-Chloro-4-hydroxy-3-phenyl-2(1H)-quinolone (0.5 g) and benzylamine (20 ml) was heated under reflux for 24 h. The reaction was concentrated under high vacuum and the residue was triturated with diethyl ether and filtered. The filtrate was evaporated and purified by chromatography (25% ethyl acetate-dichloromethane eluent) to give the title compound as a white solid (0.045 g); mp 179° C. (diethyl ether). Found: C, 72.63; H, 4.45; N, 7.65. C22H17ClN2O.0.1H2O requires C, 72.87; H, 4.78; o N, 7.72%;... The reactants are O=c1ccc2ccc(OCCCBr)cc2o1, CCN(C(C)C)C(C)C, CN(C)C=O, NCC1COc2ccc(O)cc2O1. The product is O=c1ccc2ccc(OCCCNCC3COc4ccc(O)cc4O3)cc2o1. As a reaction SMILES: [Br:14][CH2:15][CH2:16][CH2:17][O:18][c:19]1[cH:20][cH:21][c:22]2[cH:23][cH:24][c:25](=[O:29])[o:26][c:27]2[cH:28]1.[CH:30]([N:31]([CH:32]([CH3:33])[CH3:34])[CH2:35][CH3:36])([CH3:37])[CH3:38].[O:39]=[CH:40][N:41]([CH3:42])[CH3:43].[OH:1][c:2]1[cH:3][cH:4][c:5]2[c:6]([cH:13]1)[O:7][CH:8]([CH2:11][NH2:12])[CH2:9][O:10]2>>[OH:1][c:2]1[cH:3][cH:4][c:5]2[c:6]([cH:13]1)[O:7][CH:8]([CH2:11][NH:12][CH2:15][CH2:16][CH2:17][O:18][c:19]1[cH:20][cH:21][c:22]3[cH:23][cH:24][c:25](=[O:29])[o:26][c:27]3[cH:28]1)[CH2:9][O:10]2. Reactants: ICC (Iodoethane), [H-].[Na+] (sodium hydride), CC1=C2C=NNC2=CC(=C1)[N+](=O)[O-] (4-methyl-6-nitro-1H-indazole). Solvent: CN(C)C=O (DMF). Yields the product C(C)N1N=CC2=C(C=C(C=C12)[N+](=O)[O-])C (1-ethyl-4-methyl-6-nitro-1H-indazole), C(C)N1N=C2C=C(C=C(C2=C1)C)[N+](=O)[O-] (2-ethyl-4-methyl-6-nitro-2H-indazole). RXN SMILES: I[CH2:2][CH3:3].[H-].[Na+].[CH3:6][C:7]1[CH:15]=[C:14]([N+:16]([O-:18])=[O:17])[CH:13]=[C:12]2[C:8]=1[CH:9]=[N:10][NH:11]2>CN(C=O)C>[CH2:2]([N:11]1[C:12]2[C:8](=[C:7]([CH3:6])[CH:15]=[C:14]([N+:16]([O-:18])=[O:17])[CH:13]=2)[CH:9]=[N:10]1)[CH3:3].[CH2:2]([N:10]1[CH:9]=[C:8]2[C:12]([CH:13]=[C:14]([N+:16]([O-:18])=[O:17])[CH:15]=[C:7]2[CH3:6])=[N:11]1)[CH3:3] |f:1.2|. Procedure details: Iodoethane (1.2 mL) and sodium hydride (60% in oil; 600 mg) were added to a solution of 4-methyl-6-nitro-1H-indazole (1.77 g), which can be synthesized by the method described in Patent No. WO 2009/084695, in DMF (17 mL), and the reaction solution was stirred at room temperature for 15 minutes. After dilution with ethyl acetate, the reaction solution was washed with water twice and then with a saturated saline solution. After drying over anhydrous sodium sulfate, the solvent was evaporated under... The reactants are [BH4-], CN, CO, [Na+], O, O=Cc1cccc2[nH]ccc12. The product is NCc1cccc2[nH]ccc12. Reaction SMILES: [BH4-:13].[CH3:15][NH2:16].[CH3:17][OH:18].[Na+:14].[OH2:12].[nH:1]1[cH:2][cH:3][c:4]2[c:5]([CH:10]=[O:11])[cH:6][cH:7][cH:8][c:9]12>>[nH:1]1[cH:2][cH:3][c:4]2[c:5]([CH2:10][NH2:16])[cH:6][cH:7][cH:8][c:9]12.